From a dataset of the Open Reaction Database (ORD), a public repository of structured organic reaction records. describe an organic reaction: reactants, conditions, products, and yield Run at temperature 120 celsius. RXN SMILES: [Cl:1][C:2]1[CH:7]=[CH:6][C:5]([C:8]2[C:16]3[C:11](=[N:12][C:13]([NH2:17])=[N:14][CH:15]=3)[N:10]([CH3:18])[N:9]=2)=[CH:4][CH:3]=1.[Cl:19][S:20](O)(=[O:22])=[O:21]>>[NH2:17][C:13]1[N:12]=[C:11]2[N:10]([CH3:18])[N:9]=[C:8]([C:5]3[CH:6]=[CH:7][C:2]([Cl:1])=[C:3]([S:20]([Cl:19])(=[O:22])=[O:21])[CH:4]=3)[C:16]2=[CH:15][N:14]=1. Product: NC1=NC=C2C(=N1)N(N=C2C=2C=CC(=C(C2)S(=O)(=O)Cl)Cl)C (5-(6-Amino-1-methyl-1H-pyrazolo[3,4-d]pyrimidin-3-yl)-2-chloro-benzenesulfonyl chloride). Starting materials: ClC1=CC=C(C=C1)C1=NN(C2=NC(=NC=C21)N)C (3-(4-Chloro-phenyl)-1-methyl-1H-pyrazolo[3,4-d]pyrimidin-6-ylamine), ClS(=O)(=O)O (chlorosulfonic acid). Procedure details: 3-(4-Chloro-phenyl)-1-methyl-1H-pyrazolo[3,4-d]pyrimidin-6-ylamine (559 mg, 2.15 mmol) is dissolved in chlorosulfonic acid (6.45 ml, 96.84 mmol) and the reaction mixture is heated to 120° C. for 24 hours. After cooling to room temperature the reaction mixture is used crude as a solution for the next step. The reactants are S1C=CC2=C1C=CC(=C2)CCOCCC(=O)N2CC(C2)O (3-[2-(1-benzothiophen-5-yl)ethoxy]-1-(3-hydroxy-1-azetidinyl)-1-propanone), C(C1=CC=CC=C1)Br (benzyl bromide). Reagents/catalysts: [Ag-]=O (silver(I) oxide). Solvent: CN(C=O)C (N,N-dimethylformamide). Conditions: time 31 hour. Product: S1C=CC2=C1C=CC(=C2)CCOCCC(=O)N2CC(C2)OCC2=CC=CC=C2 (3-[2-(1-benzothiophen-5-yl)ethoxy]-1-[3-(benzyloxy)-1-azetidinyl]-1-propanone). RXN SMILES: [S:1]1[C:5]2[CH:6]=[CH:7][C:8]([CH2:10][CH2:11][O:12][CH2:13][CH2:14][C:15]([N:17]3[CH2:20][CH:19]([OH:21])[CH2:18]3)=[O:16])=[CH:9][C:4]=2[CH:3]=[CH:2]1.[CH2:22](Br)[C:23]1[CH:28]=[CH:27][CH:26]=[CH:25][CH:24]=1>CN(C)C=O.[Ag-]=O>[S:1]1[C:5]2[CH:6]=[CH:7][C:8]([CH2:10][CH2:11][O:12][CH2:13][CH2:14][C:15]([N:17]3[CH2:20][CH:19]([O:21][CH2:22][C:23]4[CH:28]=[CH:27][CH:26]=[CH:25][CH:24]=4)[CH2:18]3)=[O:16])=[CH:9][C:4]=2[CH:3]=[CH:2]1. Reported procedure: In 8 mL of N,N-dimethylformamide was dissolved 1.00 g of 3-[2-(1-benzothiophen-5-yl)ethoxy]-1-(3-hydroxy-1-azetidinyl)-1-propanone, and 1.90 g of silver(I) oxide and 0.97 mL of benzyl bromide were added to the solution, after which the resulting mixture was stirred at room temperature for 31 hours. The insoluble materials were filtered off and water and ethyl acetate were added to the residue, after which the organic layer was separated. The organic layer was washed with a saturated aqueous sodi...